Dataset: the Open Reaction Database (ORD), a public repository of structured organic reaction records. Task: describe an organic reaction: reactants, conditions, products, and yield Reactants: [NH4+].C(C)(=O)[O-] (Acetic acid, ammonium salt), ClC1=C(C=CC(=C1)N1N=CC(NC1=O)=O)C(C(=O)Cl)(C)C1=CC=C(C=C1)Cl ((±)-2-chloro-α-(4-chlorophenyl)-4-(4,5-dihydro-3,5-dioxo-1,2,4-triazin-2(3H)-yl)-α-methylbenzeneacetyl chloride). Run in CC(C)=O (2-propanone). Reaction conditions: time 5 hour. Yields the product ClC1=C(C=CC(=C1)N1N=CC(NC1=O)=O)C(C(=O)N)(C)C1=CC=C(C=C1)Cl ((±)-2-chloro-a-(4-chlorophenyl)-4-(4,5-dihydro-3,5-dioxo-1,2,4-triazin-2(3H)-yl)-α-methylbenzeneacetamide). Isolated yield 56.4%. Reaction SMILES: [NH4+:1].C([O-])(=O)C.[Cl:6][C:7]1[CH:12]=[C:11]([N:13]2[C:18](=[O:19])[NH:17][C:16](=[O:20])[CH:15]=[N:14]2)[CH:10]=[CH:9][C:8]=1[C:21]([C:26]1[CH:31]=[CH:30][C:29]([Cl:32])=[CH:28][CH:27]=1)([CH3:25])[C:22](Cl)=[O:23]>CC(=O)C>[Cl:6][C:7]1[CH:12]=[C:11]([N:13]2[C:18](=[O:19])[NH:17][C:16](=[O:20])[CH:15]=[N:14]2)[CH:10]=[CH:9][C:8]=1[C:21]([C:26]1[CH:31]=[CH:30][C:29]([Cl:32])=[CH:28][CH:27]=1)([CH3:25])[C:22]([NH2:1])=[O:23] |f:0.1|. Reported procedure: Acetic acid, ammonium salt (3 g) was added at RT to a solution of (±)-2-chloro-α-(4-chlorophenyl)-4-(4,5-dihydro-3,5-dioxo-1,2,4-triazin-2(3H)-yl)-α-methylbenzeneacetyl chloride (0.007 mol) in 2-propanone (30 ml). The mixture was stirred at RT for 5 hours. Acetic acid, ammonium salt was filtered off and the solvent was evaporated. The residue was taken up in CH2Cl2, washed with water, dried, filtered and the solvent was evaporated. The residue was purified by column chromatography over silica ge... The reactants are ClC1=NC=2N(C3=C1C=NC=C3)N=C(C2)C (5-chloro-2-methylpyrazolo[1,5-a]pyrido[3,4-e]pyrimidine), C(CCC)N (n-butylamine). Product: C(CCC)NC1=NC=2N(C3=C1C=NC=C3)N=C(C2)C (N-Butyl-2-methylpyrazolo[1,5-a]pyrido[3,4-e]pyrimidin-5-amine). RXN SMILES: Cl[C:2]1[C:7]2[CH:8]=[N:9][CH:10]=[CH:11][C:6]=2[N:5]2[N:12]=[C:13]([CH3:15])[CH:14]=[C:4]2[N:3]=1.[CH2:16]([NH2:20])[CH2:17][CH2:18][CH3:19]>>[CH2:16]([NH:20][C:2]1[C:7]2[CH:8]=[N:9][CH:10]=[CH:11][C:6]=2[N:5]2[N:12]=[C:13]([CH3:15])[CH:14]=[C:4]2[N:3]=1)[CH2:17][CH2:18][CH3:19]. Procedure: 2.2 g. of 5-chloro-2-methylpyrazolo[1,5-a]pyrido[3,4-e]pyrimidine of Example 18 are refluxed in 10 ml. of n-butylamine for 12 hours. The excess amine is evaporated and the residue treated with 10 ml. of water. N-Butyl-2-methylpyrazolo[1,5-a]pyrido[3,4-e]pyrimidin-5-amine is filtered off, yield: 2 g. (80%); m.p. 116.1° (methanol). Reactants: C1(=CC=CC=C1)C(CC(CC)=O)=O ((phenyl)-1,3-pentanedione), CC=1C=C(C=CC1)C(C)=O (3′-methylacetophenone). Run in CCOC(=O)C (EtOAc). The product is CC=1C=C(C=CC1)C(CC(C)=O)=O (1(3methylphenyl)-1,3-butanedione). Reaction SMILES: [C:1]1([C:7](=[O:13])[CH2:8][C:9](=[O:12])[CH2:10]C)[CH:6]=[CH:5][CH:4]=[CH:3][CH:2]=1.[CH3:14]C1C=C(C(=O)C)C=CC=1>CCOC(C)=O>[CH3:14][C:5]1[CH:6]=[C:1]([C:7](=[O:13])[CH2:8][C:9](=[O:12])[CH3:10])[CH:2]=[CH:3][CH:4]=1. Procedure: The title compound was prepared (as described above for Intermediate 16) from 2.72 mL of 3′-methylacetophenone and 3.95 mL of EtOAc to yield 2.94 grams of Intermediate 21 as an oil: 1H NMR (400 MHz, CDCl3enol form) δ7.70 (m, 2H), 7.34 (m, 2H), 6.17 (s, 1H), 2.41 (s, 3H), 2.20 (s, 3H); low resolution MS (ES)m/e 177.1 (MH+). Yields the product CC1(C)NC(=O)N(CCCCCl)C1=O. RXN SMILES: [C:10](=[O:11])([O-:12])[O-:13].[CH3:1][C:2]1([CH3:9])[C:3](=[O:8])[NH:4][C:5](=[O:7])[NH:6]1.[Cl:16][CH2:17][CH2:18][CH2:19][CH2:20][Cl:21].[K+:14].[K+:15]>>[CH3:1][C:2]1([CH3:9])[C:3](=[O:8])[N:4]([CH2:20][CH2:19][CH2:18][CH2:17][Cl:16])[C:5](=[O:7])[NH:6]1. Reactants: O=C([O-])[O-], CC1(C)NC(=O)NC1=O, ClCCCCCl, [K+], [K+]. The reactants are ONC(=O)C=CC1=CC=C(CNC(C2=CC=C(C=C2)N2CCN(CC2)CC=2C=NC=CC2)=O)C=C1 (N-[4-(2-Hydroxycarbamoylvinyl)benzyl]-4-(4-pyridin-3-ylmethylpiperazin-1-yl)benzamide), C(C)OC(C=CC1=CC=C(C=C1)CNC(C1=CC=C(C=C1)N1CCCC1)=O)=O (3-{4-[(4-Pyrrolidin-1-ylbenzoylamino)methyl]phenyl}acrylic acid ethyl ester). The product is ONC(=O)C=CC1=CC=C(CNC(C2=CC=C(C=C2)N2CCCC2)=O)C=C1 (N-[4-(2-Hydroxycarbamoylvinyl)benzyl]-4-pyrrolidin-1-ylbenzamide). Isolated yield 35.0%. Reaction SMILES: [OH:1][NH:2][C:3]([CH:5]=[CH:6][C:7]1[CH:35]=[CH:34][C:10]([CH2:11][NH:12][C:13](=[O:33])[C:14]2[CH:19]=[CH:18][C:17]([N:20]3[CH2:25][CH2:24]N(CC4C=NC=CC=4)[CH2:22][CH2:21]3)=[CH:16][CH:15]=2)=[CH:9][CH:8]=1)=[O:4].C(OC(=O)C=CC1C=CC(CNC(=O)C2C=CC(N3CCCC3)=CC=2)=CC=1)C>>[OH:1][NH:2][C:3]([CH:5]=[CH:6][C:7]1[CH:8]=[CH:9][C:10]([CH2:11][NH:12][C:13](=[O:33])[C:14]2[CH:19]=[CH:18][C:17]([N:20]3[CH2:25][CH2:24][CH2:22][CH2:21]3)=[CH:16][CH:15]=2)=[CH:34][CH:35]=1)=[O:4]. Procedure details: The titled compound was prepared as described in the process (1-3) by using the compound from the process (5-2).